From a dataset of the Open Reaction Database (ORD), a public repository of structured organic reaction records. describe an organic reaction: reactants, conditions, products, and yield The reactants are [Si](C)(C)(C(C)(C)C)OCC=1N=C(SC1C(=O)OCC)Cl (ethyl 4-({[tert-butyl(dimethyl)silyl]oxy}methyl)-2-chloro-1,3-thiazole-5-carboxylate), [Si](C)(C)(C(C)(C)C)OCC=1N=C(SC1C(=O)OCC)Cl (ethyl 4-({[tert-butyl(dimethyl)silyl]oxy}methyl)-2-chloro-1,3-thiazole-5-carboxylate), Cl (HCl). Run in O1CCOCC1 (dioxane). Product: ClC=1SC(=C(N1)CO)C(=O)OCC (ethyl 2-chloro-4-(hydroxymethyl)-1,3-thiazole-5-carboxylate). Yield: 96.2%. Reaction SMILES: [Si]([O:8][CH2:9][C:10]1[N:11]=[C:12]([Cl:20])[S:13][C:14]=1[C:15]([O:17][CH2:18][CH3:19])=[O:16])(C(C)(C)C)(C)C.Cl>O1CCOCC1>[Cl:20][C:12]1[S:13][C:14]([C:15]([O:17][CH2:18][CH3:19])=[O:16])=[C:10]([CH2:9][OH:8])[N:11]=1. Procedure: A solution of 17.7 g (53 mmol) of ethyl 4-({[tert-butyl(dimethyl)silyl]oxy}methyl)-2-chloro-1,3-thiazole-5-carboxylate (Intermediate 211) and 53 ml (53 mmol) of 1N HCl in dioxane was stirred at room temperature for 1 h. The mixture was extracted 3 times with EtOAc, which was dried (MgSO4) and concentrated to give 11.3 g of an orange oil. Purification by silica gel chromatography affords a solid. NMR (CDCl3): 1.2 (t, 3H), 3.1 (s, broad, 1H), 4.2 (q, 2H), 4.8 (s, 2H). Starting materials: BrC1=C(C=O)C(=CC(=C1)C)Br (2,6-Dibromo-4-methylbenzaldehyde), Cl.FC1=CC=C(C=C1)NN ((4-fluorophenyl)hydrazine hydrochloride), C(C)(=O)[O-].[Na+] (sodium acetate). The solvent is CO (methanol). Product: FC1=CC=C(C=C1)NN=CC1=C(C=C(C=C1Br)C)Br (2,6-Dibromo-4-methylbenzaldehyde (4-fluorophenyl)hydrazone). Yield: 97.0%. Reaction SMILES: [Br:1][C:2]1[CH:9]=[C:8]([CH3:10])[CH:7]=[C:6]([Br:11])[C:3]=1[CH:4]=O.Cl.[F:13][C:14]1[CH:19]=[CH:18][C:17]([NH:20][NH2:21])=[CH:16][CH:15]=1.C([O-])(=O)C.[Na+]>CO>[F:13][C:14]1[CH:19]=[CH:18][C:17]([NH:20][N:21]=[CH:4][C:3]2[C:2]([Br:1])=[CH:9][C:8]([CH3:10])=[CH:7][C:6]=2[Br:11])=[CH:16][CH:15]=1 |f:1.2,3.4|. Procedure: 2,6-Dibromo-4-methylbenzaldehyde (600 g, 2.16 mmol) (which may be prepared according to the method of Lulinski and Serwatowski, Journal of Organic Chemistry, 68, (2003), 5384), (4-fluorophenyl)hydrazine hydrochloride (351 mg, 2.16 mmol) and sodium acetate (180 mg, 2.19 mmol) were heated in methanol (15 ml) under reflux for 2 hours in a nitrogen atmosphere. The methanol was evaporated and the residue partitioned between dichloromethane (30 ml) and aqueous brine (30 ml). The organic phase was sepa... Reactants: CN(C)C=O, O=C(C1=Cc2c(OCCCCl)cccc21)N1CCCCC1, [I-], [K+], [N-]=[N+]=[N-], [Na+], [Na+], [Na+], O=C([O-])O, O, O=S([O-])O. Product: [N-]=[N+]=NCCCOc1cccc2c1C=C2C(=O)N1CCCCC1. RXN SMILES: [CH3:39][N:40]([CH3:41])[CH:42]=[O:43].[Cl:1][CH2:2][CH2:3][CH2:4][O:5][c:6]1[cH:7][cH:8][cH:9][c:10]2[c:13]1[CH:12]=[C:11]2[C:14](=[O:15])[N:16]1[CH2:17][CH2:18][CH2:19][CH2:20][CH2:21]1.[I-:23].[K+:22].[N-:25]=[N+:26]=[N-:27].[Na+:24].[Na+:32].[Na+:37].[O-:33][C:34]([OH:35])=[O:36].[OH2:38].[S:28](=[O:29])([OH:30])[O-:31]>>[CH2:2]([CH2:3][CH2:4][O:5][c:6]1[cH:7][cH:8][cH:9][c:10]2[c:13]1[CH:12]=[C:11]2[C:14](=[O:15])[N:16]1[CH2:17][CH2:18][CH2:19][CH2:20][CH2:21]1)[N:25]=[N+:26]=[N-:27]. Reactants: Cn1c(=O)c2[nH]c(Cl)nc2n(C)c1=O, Fc1ccc(CCl)cc1, [Na+], [OH-], O. Yields the product Cn1c(=O)c2c(nc(Cl)n2Cc2ccc(F)cc2)n(C)c1=O. Reaction SMILES: [CH3:1][n:2]1[c:3](=[O:4])[n:5]([CH3:14])[c:6]2[n:7][c:8]([Cl:13])[nH:9][c:10]2[c:11]1=[O:12].[F:15][c:16]1[cH:17][cH:18][c:19]([CH2:20][Cl:21])[cH:22][cH:23]1.[Na+:26].[OH-:25].[OH2:24]>>[CH3:1][n:2]1[c:3](=[O:4])[n:5]([CH3:14])[c:6]2[n:7][c:8]([Cl:13])[n:9]([CH2:20][c:19]3[cH:18][cH:17][c:16]([F:15])[cH:23][cH:22]3)[c:10]2[c:11]1=[O:12].